This data is from the Open Reaction Database (ORD), a public repository of structured organic reaction records. The task is: describe an organic reaction: reactants, conditions, products, and yield Starting materials: C(C)(C)(C)OC(=O)C1=C(C=CC=C1)C1=CC=C(C=C1)CN1C=C(C2=CC(=CC=C12)C(=O)O)C (1-((2′-(tert-Butoxycarbonyl)biphenyl-4-yl)methyl)-3-methyl-1H-indole-5-carboxylic acid), C1(=CC=CC=C1)C(CC)N (1-phenylpropan-1-amine). Yields the product CC1=CN(C2=CC=C(C=C12)C(NC(CC)C1=CC=CC=C1)=O)CC1=CC=C(C=C1)C=1C(=CC=CC1)C(=O)OC(C)(C)C (tert-Butyl 4′-((3-methyl-5-((1-phenylpropyl)carbamoyl)-1H-indol-1-yl)methyl)-[1,1′-biphenyl]-2-carboxylate). RXN SMILES: [C:1]([O:5][C:6]([C:8]1[CH:13]=[CH:12][CH:11]=[CH:10][C:9]=1[C:14]1[CH:19]=[CH:18][C:17]([CH2:20][N:21]2[C:29]3[C:24](=[CH:25][C:26]([C:30](O)=[O:31])=[CH:27][CH:28]=3)[C:23]([CH3:33])=[CH:22]2)=[CH:16][CH:15]=1)=[O:7])([CH3:4])([CH3:3])[CH3:2].[C:34]1([CH:40]([NH2:43])[CH2:41][CH3:42])[CH:39]=[CH:38][CH:37]=[CH:36][CH:35]=1>>[CH3:33][C:23]1[C:24]2[C:29](=[CH:28][CH:27]=[C:26]([C:30](=[O:31])[NH:43][CH:40]([C:34]3[CH:39]=[CH:38][CH:37]=[CH:36][CH:35]=3)[CH2:41][CH3:42])[CH:25]=2)[N:21]([CH2:20][C:17]2[CH:18]=[CH:19][C:14]([C:9]3[C:8]([C:6]([O:5][C:1]([CH3:4])([CH3:3])[CH3:2])=[O:7])=[CH:13][CH:12]=[CH:11][CH:10]=3)=[CH:15][CH:16]=2)[CH:22]=1. Reported procedure: The title compound was prepared following the same protocol as described in Step 8, Example 1, using the 1-((2′-(tert-Butoxycarbonyl)biphenyl-4-yl)methyl)-3-methyl-1H-indole-5-carboxylic acid instead of the 1-((2′-(tert-Butoxycarbonyl)biphenyl-4-yl)methyl)-2,3-dimethyl-1H-indole-5-carboxylic acid and the 1-phenylpropan-1-amine instead of the (S)-1-(4-bromophenyl)ethanamine. The reactants are COc1ccc(C2(O)CCNCC2)cc1, CC(=O)CC(C)C, OC(CCl)Cn1c2ccccc2c2ccccc21, [K+], [K+], O=C([O-])[O-]. Product: COc1ccc(C2(O)CCN(CC(O)Cn3c4ccccc4c4ccccc43)CC2)cc1, Cl. As a reaction SMILES: [CH3:1][O:2][c:3]1[cH:4][cH:5][c:6]([C:9]2([OH:15])[CH2:10][CH2:11][NH:12][CH2:13][CH2:14]2)[cH:7][cH:8]1.[CH3:40][CH:41]([CH3:42])[CH2:43][C:44](=[O:45])[CH3:46].[Cl:22][CH2:23][CH:24]([CH2:25][n:26]1[c:27]2[cH:28][cH:29][cH:30][cH:31][c:32]2[c:33]2[cH:34][cH:35][cH:36][cH:37][c:38]12)[OH:39].[K+:16].[K+:17].[O-:18][C:19]([O-:20])=[O:21]>>[CH3:1][O:2][c:3]1[cH:4][cH:5][c:6]([C:9]2([OH:15])[CH2:10][CH2:11][N:12]([CH2:23][CH:24]([CH2:25][n:26]3[c:27]4[cH:28][cH:29][cH:30][cH:31][c:32]4[c:33]4[cH:34][cH:35][cH:36][cH:37][c:38]34)[OH:39])[CH2:13][CH2:14]2)[cH:7][cH:8]1.[ClH:22].